Dataset: the Open Reaction Database (ORD), a public repository of structured organic reaction records. Task: describe an organic reaction: reactants, conditions, products, and yield RXN SMILES: [B:22]([O:23][CH:24]([CH2:25][CH3:26])[CH3:27])([O:28][CH:29]([CH2:30][CH3:31])[CH3:32])[O:33][CH:34]([CH2:35][CH3:36])[CH3:37].[CH2:38]([NH2:39])[CH2:40][CH2:41][CH3:42].[CH3:1][C:2]1=[CH:3][C:4](=[O:7])[CH2:5][O:6]1.[CH3:46][CH2:47][CH2:48][CH2:49][CH2:50][CH3:51].[CH3:52][C:53](=[O:54])[OH:55].[Ca+2:10].[Cl-:8].[Cl-:9].[Cl:43][CH2:44][Cl:45].[O:11]=[CH:12][c:13]1[cH:14][c:15]([O:16][CH3:17])[c:18]([OH:19])[cH:20][cH:21]1>>[CH3:1][C:2]1=[CH:3][C:4](=[O:7])[C:5](=[CH:12][c:13]2[cH:14][c:15]([O:16][CH3:17])[c:18]([OH:19])[cH:20][cH:21]2)[O:6]1. Reactants: CCC(C)OB(OC(C)CC)OC(C)CC, CCCCN, CC1=CC(=O)CO1, CCCCCC, CC(=O)O, [Ca+2], [Cl-], [Cl-], ClCCl, COc1cc(C=O)ccc1O. Yields the product COc1cc(C=C2OC(C)=CC2=O)ccc1O. RXN SMILES: [Br:23][CH2:24][CH2:25][CH:26]([O:27][CH3:28])[O:29][CH3:30].[ClH:1].[F:2][c:3]1[cH:4][cH:5][cH:6][c:7](-[c:9]2[c:10](=[O:16])[nH:11][c:12](=[O:15])[nH:13][cH:14]2)[n:8]1.[K+:17].[K+:18].[O-:19][C:20]([O-:21])=[O:22].[O:32]=[CH:33][N:34]([CH3:35])[CH3:36].[OH2:31]>>[F:2][c:3]1[cH:4][cH:5][cH:6][c:7](-[c:9]2[c:10](=[O:16])[nH:11][c:12](=[O:15])[n:13]([CH2:24][CH2:25][CH:26]([O:27][CH3:28])[O:29][CH3:30])[cH:14]2)[n:8]1. Starting materials: COC(CCBr)OC, Cl, O=c1[nH]cc(-c2cccc(F)n2)c(=O)[nH]1, [K+], [K+], O=C([O-])[O-], CN(C)C=O, O. Product: COC(CCn1cc(-c2cccc(F)n2)c(=O)[nH]c1=O)OC. Reactants: amine, ClC(=O)OCC(C)C (isobutyl chloroformate), Cl (HCl), CN1CCOCC1 (4-methylmorpholine), Cl.C(CC1=CC=CC=C1)C(C(N)S(=O)(=O)C1=CC=CC=C1)N (2-phenethyl-1-phenylsulfonylethylenediamine hydrochloride), [H-].[Al+3].[Li+].[H-].[H-].[H-] (lithium aluminium hydride), C(=O)=[N-] (carbonyl amide), N1(CCOCC1)C(=O)C1=CC=C(C[C@H](N)C(=O)O)C=C1 (4-morpholinecarbonylphenylalanine), N[C@@H](CC1=CC=CC=C1)C(=O)O (PheOH), C1(=CC=CC=C1)S(=O)(=O)N[C@@H](CCC1=CC=CC=C1)C(=O)O (N-phenylsulfonylhomophenylalanine), amide, N.C1CCOC1 (NH3 THF). The solvent is C(Cl)Cl (CH2Cl2), C1CCOC1 (THF), O1CCOCC1 (dioxane). Run at time 1 hour. Yields the product N1(CCOCC1)C(=O)C1=CC=C(C[C@H](N)C(=O)NC(C(N)S(=O)(=O)C2=CC=CC=C2)CCC2=CC=CC=C2)C=C1 ((4-morpholinecarbonylphenylalanyl)-2-phenethyl-1-phenylsulfonyl ethylenediamine). Isolated yield 89.0%. RXN SMILES: [N:1]1([C:7]([C:9]2[CH:20]=[CH:19][C:12]([CH2:13][C@@H:14]([C:16]([OH:18])=O)[NH2:15])=[CH:11][CH:10]=2)=[O:8])[CH2:6][CH2:5][O:4][CH2:3][CH2:2]1.N[C@H:22]([C:30](O)=O)[CH2:23][C:24]1[CH:29]=[CH:28][CH:27]=[CH:26][CH:25]=1.C[N:34]1CCOCC1.ClC(OCC(C)C)=O.Cl.C(C(N)[CH:58]([S:60]([C:63]1[CH:68]=[CH:67][CH:66]=[CH:65][CH:64]=1)(=[O:62])=[O:61])[NH2:59])CC1C=CC=CC=1.C1(S(N[C@H](C(O)=O)CCC2C=CC=CC=2)(=O)=O)C=CC=CC=1.N.C1COCC1.C(=[N-])=O.[H-].[Al+3].[Li+].[H-].[H-].[H-].Cl>C1COCC1.O1CCOCC1.C(Cl)Cl>[N:1]1([C:7]([C:9]2[CH:10]=[CH:11][C:12]([CH2:13][C@@H:14]([C:16]([NH:34][CH:30]([CH2:22][CH2:23][C:24]3[CH:29]=[CH:28][CH:27]=[CH:26][CH:25]=3)[CH:58]([S:60]([C:63]3[CH:64]=[CH:65][CH:66]=[CH:67][CH:68]=3)(=[O:62])=[O:61])[NH2:59])=[O:18])[NH2:15])=[CH:19][CH:20]=2)=[O:8])[CH2:2][CH2:3][O:4][CH2:5][CH2:6]1 |f:4.5,7.8,10.11.12.13.14.15|. Procedure: To a solution of 4-morpholinecarbonylphenylalanine (Mu-PheOH, 0.14 g, 0.48 mmol, prepared according to the method described in Esser, R. et.al., Arthritis & Rheumatism (1994), 37, 236) in THF (10 mL)) at -10° C. were added 4-methylmorpholine (0.11 mL, 0.96 mmol), followed by isobutyl chloroformate (64 μL, 0.48 mmol). After 5 minute activation, 2-phenethyl-1-phenylsulfonylethylenediamine hydrochloride (0.15 g, 0.44 mmol, prepared by conversion of the N-phenylsulfonylhomophenylalanine to the amide...